Task: describe an organic reaction: reactants, conditions, products, and yield. Dataset: the Open Reaction Database (ORD), a public repository of structured organic reaction records Reactants: N([C@@H](CC(C)C)C(=O)O)C(=O)OC(C)(C)C.O (Boc-Leu-OH.H2O), ON1C(=O)CCC1=O (HOSu), C1CCC(CC1)N=C=NC2CCCCC2 (DCC). Run in C1CCOC1 (THF), C1CCOC1 (THF). Run at time 8 hour. Yields the product N([C@@H](CC(C)C)C(=O)ON1C(=O)CCC1=O)C(=O)OC(C)(C)C (Boc-Leu-OSu). Yield: 90.1%. RXN SMILES: [NH:1]([C:10]([O:12][C:13]([CH3:16])([CH3:15])[CH3:14])=[O:11])[C@H:2]([C:7]([OH:9])=[O:8])[CH2:3][CH:4]([CH3:6])[CH3:5].O.O[N:19]1[C:24](=[O:25])[CH2:23][CH2:22][C:20]1=[O:21].C1CCC(N=C=NC2CCCCC2)CC1>C1COCC1>[NH:1]([C:10]([O:12][C:13]([CH3:14])([CH3:16])[CH3:15])=[O:11])[C@H:2]([C:7]([O:9][N:19]1[C:24](=[O:25])[CH2:23][CH2:22][C:20]1=[O:21])=[O:8])[CH2:3][CH:4]([CH3:6])[CH3:5] |f:0.1|. Procedure: Boc-Leu-OH.H2O (49.9 g, 0.2 M) and HOSu (23.0 g, 0.2 M) were dissolved in THF (300 ml) in a 1 lit. round flask. DCC (41.3 g, 0.2 M) in THF (200 ml) solution was added dropwise at -10° C. for about 10 minutes and the mixture was stirred at room temperature overnight. Precipitated DCU was filtered off and the filtrate was concentrated. The residue was dissolved in ethyl acetate (300 ml), washed with 1 N-HCl, NaCl solution and a small amount of water and dried with anhydrous sodium sulfate. After r... Reactants: C(C1=CC=CC=C1)N1CCC(=CC1)C1=C(C=C(C=C1)OC)F (1-benzyl-4-(2-fluoro-4-methoxyphenyl)1,2,3,6-tetrahydropyridine). Reagents/catalysts: [Pd] (Pd/C). Solvent: CO (MeOH). Reaction conditions: time 48 hour. The product is FC1=C(C=CC(=C1)OC)C1CCNCC1 (4-(2-fluoro-4-methoxyphenyl)piperidine). Reaction SMILES: C([N:8]1[CH2:13][CH:12]=[C:11]([C:14]2[CH:19]=[CH:18][C:17]([O:20][CH3:21])=[CH:16][C:15]=2[F:22])[CH2:10][CH2:9]1)C1C=CC=CC=1>CO.[Pd]>[F:22][C:15]1[CH:16]=[C:17]([O:20][CH3:21])[CH:18]=[CH:19][C:14]=1[CH:11]1[CH2:10][CH2:9][NH:8][CH2:13][CH2:12]1. Reported procedure: A solution of 1-benzyl-4-(2-fluoro-4-methoxyphenyl)1,2,3,6-tetrahydropyridine (Step B; 117 mg; 0.393 mmol) in MeOH (10 mL) was treated with a catalytic amount of 10% Pd/C and the reaction was placed under an atmosphere of H2 (Parr Shaker; 45 PSI) for 48 h. The reaction was filtered through Celite and the filtrate was concentrated in vacuo. The residue was purified by flash silica gel chromatography (0-100% EtOAc/hexanes gradient) to afford 4-(2-fluoro-4-methoxyphenyl)piperidine as a tan solid. L... The reactants are COC(C(=C(C=1C(=NOC1N)C1=CC=CC=C1)N)C#N)=O (3-amino-2-cyano-3-(5-amino-3-phenyl-isoxazol-4-yl)-acrylic acid methyl ester), COC(C(=C(C=1C(=NOC1N)C1=CC=CC=C1)N)C#N)=O (3-amino-2-cyano-3-(5-amino-3-phenyl-isoxazol-4-yl)-acrylic acid methyl ester). Solvent: [OH-].[Na+] (NaOH), CCO (EtOH). Conditions: time 3 hour. Product: NC1=C2C(=NC(=C1C#N)O)ON=C2C2=CC=CC=C2 (4-Amino-6-hydroxy-3-phenyl-isoxazolo [5,4-b] pyridine-5-carbonitrile). RXN SMILES: C[O:2][C:3](=O)[C:4]([C:19]#[N:20])=[C:5]([NH2:18])[C:6]1[C:7]([C:12]2[CH:17]=[CH:16][CH:15]=[CH:14][CH:13]=2)=[N:8][O:9][C:10]=1[NH2:11]>[OH-].[Na+].CCO>[NH2:18][C:5]1[C:4]([C:19]#[N:20])=[C:3]([OH:2])[N:11]=[C:10]2[O:9][N:8]=[C:7]([C:12]3[CH:17]=[CH:16][CH:15]=[CH:14][CH:13]=3)[C:6]=12 |f:1.2|. Procedure details: 0.5 g (1.76 mmole) of 3-amino-2-cyano-3-(5-amino-3-phenyl-isoxazol-4-yl)-acrylic acid methyl ester [compound (3a)] is dissolved in 7 ml of 2 N NaOH and 10 ml of EtOH, and is heated to boiling for 3 hours. Then the undissolved residue is filtered off. Colorless plates are precipitated during cooling off, which are sucked off (removed) and washed with a small amount of MeOH. Yield: 0.3 g (62 percent) of colorless plates, from crystalline acid, having a melting point of 251° C. Starting materials: Cc1cccc(C)c1NC(=O)c1ccc(Nc2nc3c(c(-c4ccccc4)n2)CCN(Cc2ccccc2)C3)cc1, CCO. The product is Cc1cccc(C)c1NC(=O)c1ccc(Nc2nc3c(c(-c4ccccc4)n2)CCNC3)cc1. Reaction SMILES: [CH3:1][c:2]1[c:3]([NH:9][C:10]([c:11]2[cH:12][cH:13][c:14]([NH:17][c:18]3[n:19][c:20](-[c:35]4[cH:36][cH:37][cH:38][cH:39][cH:40]4)[c:21]4[c:22]([n:23]3)[CH2:24][N:25]([CH2:28][c:29]3[cH:30][cH:31][cH:32][cH:33][cH:34]3)[CH2:26][CH2:27]4)[cH:15][cH:16]2)=[O:41])[c:4]([CH3:8])[cH:5][cH:6][cH:7]1.[CH3:42][CH2:43][OH:44]>>[CH3:1][c:2]1[c:3]([NH:9][C:10]([c:11]2[cH:12][cH:13][c:14]([NH:17][c:18]3[n:19][c:20](-[c:35]4[cH:36][cH:37][cH:38][cH:39][cH:40]4)[c:21]4[c:22]([n:23]3)[CH2:24][NH:25][CH2:26][CH2:27]4)[cH:15][cH:16]2)=[O:41])[c:4]([CH3:8])[cH:5][cH:6][cH:7]1. The reactants are [Al+3], CC(C)(C)OC(=O)NC1CCC2CN(Cc3ccccc3)CC21, [H-], [H-], [H-], [H-], [Li+], C1CCOC1. Yields the product CNC1CCC2CN(Cc3ccccc3)CC21. As a reaction SMILES: [Al+3:25].[C:1]([O:2][C:6](=[O:3])[NH:7][CH:8]1[CH2:9][CH2:10][CH:11]2[CH2:12][N:13]([CH2:16][c:17]3[cH:18][cH:19][cH:20][cH:21][cH:22]3)[CH2:14][CH:15]12)([CH3:4])([CH3:5])[CH3:23].[H-:24].[H-:27].[H-:28].[H-:29].[Li+:26].[O:30]1[CH2:31][CH2:32][CH2:33][CH2:34]1>>[CH3:6][NH:7][CH:8]1[CH2:9][CH2:10][CH:11]2[CH2:12][N:13]([CH2:16][c:17]3[cH:18][cH:19][cH:20][cH:21][cH:22]3)[CH2:14][CH:15]12. Reactants: [BH4-], CC(=O)OC1C(N2CCN(C)CC2)CC2C3CCC4CC(O)C(N5CCC(=O)CC5)CC4(C)C3CCC21C, [Na+]. Product: CC(=O)OC1C(N2CCN(C)CC2)CC2C3CCC4CC(O)C(N5CCC(O)CC5)CC4(C)C3CCC21C. RXN SMILES: [BH4-:39].[C:1]([CH3:2])(=[O:3])[O:4][CH:5]1[C:6]2([CH3:7])[CH:8]([CH2:9][CH:10]1[N:11]1[CH2:12][CH2:13][N:14]([CH3:17])[CH2:15][CH2:16]1)[CH:18]1[CH2:19][CH2:20][CH:21]3[CH2:22][CH:23]([OH:38])[CH:24]([N:31]4[CH2:32][CH2:33][C:34](=[O:37])[CH2:35][CH2:36]4)[CH2:25][C:26]3([CH3:27])[CH:28]1[CH2:29][CH2:30]2.[Na+:40]>>[C:1]([CH3:2])(=[O:3])[O:4][CH:5]1[C:6]2([CH3:7])[CH:8]([CH2:9][CH:10]1[N:11]1[CH2:12][CH2:13][N:14]([CH3:17])[CH2:15][CH2:16]1)[CH:18]1[CH2:19][CH2:20][CH:21]3[CH2:22][CH:23]([OH:38])[CH:24]([N:31]4[CH2:32][CH2:33][CH:34]([OH:37])[CH2:35][CH2:36]4)[CH2:25][C:26]3([CH3:27])[CH:28]1[CH2:29][CH2:30]2. Starting materials: O=C1CN=C(c2ccccc2)c2cc(C(O)c3ccc(Cl)cc3)ccc2N1, ClCCl, O=S(Cl)Cl. Product: O=C1CN=C(c2ccccc2)c2cc(C(Cl)c3ccc(Cl)cc3)ccc2N1. As a reaction SMILES: [Cl:1][c:2]1[cH:3][cH:4][c:5]([CH:8]([c:9]2[cH:10][cH:11][c:12]3[c:13]([cH:26]2)[C:14]([c:20]2[cH:21][cH:22][cH:23][cH:24][cH:25]2)=[N:15][CH2:16][C:17](=[O:19])[NH:18]3)[OH:27])[cH:6][cH:7]1.[Cl:32][CH2:33][Cl:34].[S:28]([Cl:29])([Cl:30])=[O:31]>>[Cl:1][c:2]1[cH:3][cH:4][c:5]([CH:8]([c:9]2[cH:10][cH:11][c:12]3[c:13]([cH:26]2)[C:14]([c:20]2[cH:21][cH:22][cH:23][cH:24][cH:25]2)=[N:15][CH2:16][C:17](=[O:19])[NH:18]3)[Cl:30])[cH:6][cH:7]1. Starting materials: CCOC(=O)C1(c2ccc(B3OC(C)(C)C(C)(C)O3)cc2)CC1, C=CCc1c(C)noc1-c1ccc(Br)cc1, Cl[Pd]Cl, c1ccc(P(c2ccccc2)c2ccccc2)cc1, c1ccc(P(c2ccccc2)c2ccccc2)cc1. Product: C=CCc1c(C)noc1-c1ccc(-c2ccc(C3(C(=O)OCC)CC3)cc2)cc1. Reaction SMILES: [CH2:17]([CH3:18])[O:19][C:20](=[O:21])[C:22]1([c:25]2[cH:26][cH:27][c:28]([B:31]3[O:32][C:33]([CH3:34])([CH3:35])[C:36]([CH3:37])([CH3:38])[O:39]3)[cH:29][cH:30]2)[CH2:23][CH2:24]1.[CH2:1]([CH:2]=[CH2:3])[c:4]1[c:5]([CH3:16])[n:6][o:7][c:8]1-[c:9]1[cH:10][cH:11][c:12]([Br:15])[cH:13][cH:14]1.[Pd:40]([Cl:41])[Cl:42].[c:43]1([P:44]([c:45]2[cH:46][cH:47][cH:48][cH:49][cH:50]2)[c:51]2[cH:52][cH:53][cH:54][cH:55][cH:56]2)[cH:57][cH:58][cH:59][cH:60][cH:61]1.[c:62]1([P:63]([c:64]2[cH:65][cH:66][cH:67][cH:68][cH:69]2)[c:70]2[cH:71][cH:72][cH:73][cH:74][cH:75]2)[cH:76][cH:77][cH:78][cH:79][cH:80]1>>[CH2:1]([CH:2]=[CH2:3])[c:4]1[c:5]([CH3:16])[n:6][o:7][c:8]1-[c:9]1[cH:10][cH:11][c:12](-[c:28]2[cH:27][cH:26][c:25]([C:22]3([C:20]([O:19][CH2:17][CH3:18])=[O:21])[CH2:23][CH2:24]3)[cH:30][cH:29]2)[cH:13][cH:14]1. Run at temperature 50 celsius. The product is C(C)OC(=O)C(C(C)CCCCC)C(=O)OCC (Diethyl(2-n-pentylpropanedicarboxylate)). Reported procedure: Alcoholic sodium ethoxide, prepared from sodium (7.8 g, 0.34 mol) in super-dry ethanol (200 cm3) was cooled to ca. 50° C. and diethyl malonate (55 g, 0.34 mol) added slowly with vigorous stirring. 1-Bromopentane (49.5 g, 0.33 mol) was added gradually and the mixture refluxed until neutral to moist litmus (ca. 2 h). The solvent was removed in vacuo and water (200 cm3) added. The aqueous layer was extracted with diethyl ether (2×100 cm3) and the combined ethereal layers were dried (Na2SO4). The so... Reactants: BrCCCCC (1-Bromopentane), [O-]CC.[Na+] (sodium ethoxide), [Na] (sodium), C(CC(=O)OCC)(=O)OCC (diethyl malonate). The solvent is C(C)O (ethanol). RXN SMILES: [O-][CH2:2][CH3:3].[Na+].[Na].[C:6]([O:14][CH2:15][CH3:16])(=[O:13])[CH2:7][C:8]([O:10][CH2:11][CH3:12])=[O:9].Br[CH2:18][CH2:19][CH2:20][CH2:21][CH3:22]>C(O)C>[CH2:15]([O:14][C:6]([CH:7]([C:8]([O:10][CH2:11][CH3:12])=[O:9])[CH:19]([CH2:20][CH2:21][CH2:22][CH2:2][CH3:3])[CH3:18])=[O:13])[CH3:16] |f:0.1,^1:4|. Procedure: In analogy to the procedure described for the synthesis of 5-tert-butyl-7-(3,3-difluoro-pyrrolidin-1-yl)-2-ethyl-2H-[1,2,3]triazolo[4,5-d]pyrimidine (example 3, step b), the title compound was prepared from 5-tert-butyl-7-(3,3-difluoropyrrolidin-1-yl)-3H-[1,2,3]triazolo[4,5-d]pyrimidine and 3-(chloromethyl)pyridine hydrochloride and isolated as colorless gum (2.2 mg, 14%). MS (m/e): 374.4 (MH+). The reactants are C(C)(C)(C)C=1N=C(C=2C(N1)=NN(N2)CC)N2CC(CC2)(F)F (5-tert-Butyl-7-(3,3-difluoro-pyrrolidin-1-yl)-2-ethyl-2H-[1,2,3]triazolo[4,5-d]pyrimidine), C(C)(C)(C)C=1N=C(C2=C(N1)NN=N2)N2CC(CC2)(F)F (5-tert-butyl-7-(3,3-difluoropyrrolidin-1-yl)-3H-[1,2,3]triazolo[4,5-d]pyrimidine), Cl.ClCC=1C=NC=CC1 (3-(chloromethyl)pyridine hydrochloride). Isolated yield 14.0%. The product is C(C)(C)(C)C=1N=C(C=2C(N1)=NN(N2)CC=2C=NC=CC2)N2CC(CC2)(F)F (5-tert-Butyl-7-(3,3-difluoro-pyrrolidin-1-yl)-2-pyridin-3-ylmethyl-2H-[1,2,3]triazolo[4,5-d]pyrimidine), gum. Reaction SMILES: [C:1]([C:5]1[N:6]=[C:7]([N:16]2[CH2:20][CH2:19][C:18]([F:22])([F:21])[CH2:17]2)[C:8]2[C:9](=[N:11][N:12]([CH2:14][CH3:15])[N:13]=2)[N:10]=1)([CH3:4])([CH3:3])[CH3:2].[C:23]([C:27]1[N:28]=[C:29](N2CCC(F)(F)C2)C2N=NNC=2N=1)(C)(C)[CH3:24].Cl.ClCC1C=NC=CC=1>>[C:1]([C:5]1[N:6]=[C:7]([N:16]2[CH2:20][CH2:19][C:18]([F:21])([F:22])[CH2:17]2)[C:8]2[C:9](=[N:11][N:12]([CH2:14][C:15]3[CH:29]=[N:28][CH:27]=[CH:23][CH:24]=3)[N:13]=2)[N:10]=1)([CH3:2])([CH3:3])[CH3:4] |f:2.3|.